Dataset: the Open Reaction Database (ORD), a public repository of structured organic reaction records. Task: describe an organic reaction: reactants, conditions, products, and yield Reactants: C1CCOC1, C[Si](C)(C)N=C=O, NCc1ccc(N)cc1. The product is NC(=O)NCc1ccc(N)cc1. As a reaction SMILES: [CH2:17]1[O:18][CH2:19][CH2:20][CH2:21]1.[CH3:1][Si:2]([CH3:3])([CH3:4])[N:5]=[C:6]=[O:7].[NH2:8][c:9]1[cH:10][cH:11][c:12]([CH2:13][NH2:14])[cH:15][cH:16]1>>[NH2:5][C:6](=[O:7])[NH:14][CH2:13][c:12]1[cH:11][cH:10][c:9]([NH2:8])[cH:16][cH:15]1. Starting materials: COC(CNC(=O)[C@@H]1NC2=CC=CC=C2C1)=O (methyl{[(2R)-2,3-dihydro-1H-indol-2-ylcarbonyl]amino}acetate), C[O-].[Na+] (NaOMe). Solvent: C(C)O (Ethanol). Yields the product C1(NCC(N2[C@@H]1CC=1C=CC=CC21)=O)=O ((10aR)-2,3, 10,10a-tetrahydropyrazino[1,2-a]indole-1,4-dione). As a reaction SMILES: CO[C:3](=[O:17])[CH2:4][NH:5][C:6]([C@H:8]1[CH2:16][C:15]2[C:10](=[CH:11][CH:12]=[CH:13][CH:14]=2)[NH:9]1)=[O:7].C[O-].[Na+]>C(O)C>[C:6]1(=[O:7])[C@H:8]2[CH2:16][C:15]3[CH:14]=[CH:13][CH:12]=[CH:11][C:10]=3[N:9]2[C:3](=[O:17])[CH2:4][NH:5]1 |f:1.2|. Procedure details: methyl{[(2R)-2,3-dihydro-1H-indol-2-ylcarbonyl]amino}acetate (390 mg) was mixed with 100 mg of NaOMe in 5 mL of Ethanol. The mixture was refluxed for 2 hours and cooled to RT. The crude material was purified by flash chromatography to give the desired (10aR)-2,3, 10,10a-tetrahydropyrazino[1,2-a]indole-1,4-dione. Reactants: C1(CCCCC1)C=1C=2C=CC(=CC2N2C1C1=C(C=C(C2)C(=O)OC)C=C(C=C1)OC)C(=O)OC(C)(C)C (10-(1,1-dimethylethyl) 6-methyl 13-cyclohexyl-3-(methyloxy)-7H-indolo[2,1-a][2]benzazepine-6,10-dicarboxylate), 01M, P(=O)(O)(O)[O-].[Na+] (sodium dihydrogen phosphate), [OH-].C(CCC)[N+](CCCC)(CCCC)CCCC (tetrabutylammonium hydroxide), Cl (hydrochloric acid), 7u. Solvent: C1CCOC1 (THF), CO (methanol), CN(C)C=O (DMF). Yields the product C(C)(C)(C)OC(=O)C=1C=CC=2C(=C3N(CC(=CC4=C3C=CC(=C4)OC)C(=O)O)C2C1)C1CCCCC1 (10-(tert-butoxycarbonyl)-13-cyclohexyl-3-methoxy-7H-indolo[2,1-a][2]benzazepine-6-carboxylic acid). Reaction SMILES: [CH:1]1([C:7]2[C:8]3[CH:9]=[CH:10][C:11]([C:31]([O:33][C:34]([CH3:37])([CH3:36])[CH3:35])=[O:32])=[CH:12][C:13]=3[N:14]3[CH2:20][C:19]([C:21]([O:23]C)=[O:22])=[CH:18][C:17]4[CH:25]=[C:26]([O:29][CH3:30])[CH:27]=[CH:28][C:16]=4[C:15]=23)[CH2:6][CH2:5][CH2:4][CH2:3][CH2:2]1.[OH-].C([N+](CCCC)(CCCC)CCCC)CCC.Cl.P([O-])(O)(O)=O.[Na+]>C1COCC1.CO.CN(C=O)C>[C:34]([O:33][C:31]([C:11]1[CH:10]=[CH:9][C:8]2[C:7]([CH:1]3[CH2:6][CH2:5][CH2:4][CH2:3][CH2:2]3)=[C:15]3[C:16]4[CH:28]=[CH:27][C:26]([O:29][CH3:30])=[CH:25][C:17]=4[CH:18]=[C:19]([C:21]([OH:23])=[O:22])[CH2:20][N:14]3[C:13]=2[CH:12]=1)=[O:32])([CH3:37])([CH3:35])[CH3:36] |f:1.2,4.5|. Procedure: Dissolve 10-(1,1-dimethylethyl) 6-methyl 13-cyclohexyl-3-(methyloxy)-7H-indolo[2,1-a][2]benzazepine-6,10-dicarboxylate (5.53 g, 11.02 mmol) in THF (70 ml) with heating, add DMF (20 ml) to maintain solubility, allow to cool to room temperature then add tetrabutylammonium hydroxide (33.1 ml, 33.1 mmol) 10M in methanol. Stir reaction at room temperature for 2 hrs then add 0.1N aqueous 0.1N hydrochloric acid to the reaction followed by 01M aqueous NaH2PO4. Separate phases, wash organic layer sequent... Starting materials: ClC1=CC=C(C=C1)N1C(N(C[C@@H]1C1=CC(=CC=C1)C(F)(F)F)CCC#N)=O ((S)-3-(3-(4-chlorophenyl)-2-oxo-4-(3-(trifluoromethyl)-phenyl)imidazolidin-1-yl)propanenitrile), Cl.NO (hydroxylamine hydrogen chloride), C(=O)([O-])[O-].[K+].[K+] (K2CO3). Solvent: C(C)O (ethanol). Yields the product ClC1=CC=C(C=C1)N1C(N(C[C@@H]1C1=CC(=CC=C1)C(F)(F)F)CCC(N)=NO)=O ((S)-3-(3-(4-chlorophenyl)-2-oxo-4-(3-(trifluoromethyl)phenyl)imidazolidin-1-yl)-N′-hydroxy-propanimidamide). Reaction SMILES: [Cl:1][C:2]1[CH:7]=[CH:6][C:5]([N:8]2[C@@H:12]([C:13]3[CH:18]=[CH:17][CH:16]=[C:15]([C:19]([F:22])([F:21])[F:20])[CH:14]=3)[CH2:11][N:10]([CH2:23][CH2:24][C:25]#[N:26])[C:9]2=[O:27])=[CH:4][CH:3]=1.Cl.[NH2:29][OH:30].C([O-])([O-])=O.[K+].[K+]>C(O)C>[Cl:1][C:2]1[CH:7]=[CH:6][C:5]([N:8]2[C@@H:12]([C:13]3[CH:18]=[CH:17][CH:16]=[C:15]([C:19]([F:22])([F:20])[F:21])[CH:14]=3)[CH2:11][N:10]([CH2:23][CH2:24][C:25](=[N:29][OH:30])[NH2:26])[C:9]2=[O:27])=[CH:4][CH:3]=1 |f:1.2,3.4.5|. Reported procedure: A mixture of (S)-3-(3-(4-chlorophenyl)-2-oxo-4-(3-(trifluoromethyl)-phenyl)imidazolidin-1-yl)propanenitrile (97 mg, 0.25 mmol), hydroxylamine hydrogen chloride (85.5 mg, 1.23 mmol), K2CO3 (187 mg, 1.35 mmol) and anhydrous ethanol (4 mL) are refluxed for 2 days. The solvent is removed under vacuum. The residue is taken into ethyl acetate, washed with sat. NaHCO3 and brine. The organic phase is dried by Mg2SO4. The solvent is removed under vacuum to afford crude (S)-3-(3-(4-chlorophenyl)-2-oxo-4-(... The reactants are CCc1nc2c(OC)ccc(C(=O)O)c2s1, CN([SiH](C)C)[Si](C)(C)C, CN(C)C=O, [Cl-], O=C(Cl)C(=O)Cl, ClCCl, Cn1ncc(C#N)c1N, [Na]. Product: CCc1nc2c(OC)ccc(C(=O)Nc3c(C#N)cnn3C)c2s1. RXN SMILES: [CH2:1]([CH3:2])[c:3]1[s:4][c:5]2[c:6]([n:7]1)[c:8]([O:15][CH3:16])[cH:9][cH:10][c:11]2[C:12](=[O:13])[OH:14].[CH3:32][SiH:33]([CH3:34])[N:35]([CH3:36])[Si:37]([CH3:38])([CH3:39])[CH3:40].[CH3:46][N:47]([CH3:48])[CH:49]=[O:50].[Cl-:42].[Cl:17][C:18]([C:19]([Cl:20])=[O:21])=[O:22].[Cl:43][CH2:44][Cl:45].[NH2:23][c:24]1[c:25]([C:30]#[N:31])[cH:26][n:27][n:28]1[CH3:29].[Na:41]>>[CH2:1]([CH3:2])[c:3]1[s:4][c:5]2[c:6]([n:7]1)[c:8]([O:15][CH3:16])[cH:9][cH:10][c:11]2[C:12](=[O:14])[NH:23][c:24]1[c:25]([C:30]#[N:31])[cH:26][n:27][n:28]1[CH3:29].